Task: describe an organic reaction: reactants, conditions, products, and yield. Dataset: the Open Reaction Database (ORD), a public repository of structured organic reaction records Reactants: FC(C(=O)NCCC1=C(NC2=CC=C(C=C12)O)C(=O)NC)F (3-{2-[(difluoroacetyl)amino]ethyl}-5-hydroxy-N-methyl-1H-indole-2-carboxamide), ClCC#N (chloroacetonitrile), C(C)#N (acetonitrile), C([O-])([O-])=O.[Cs+].[Cs+] (cesium carbonate), ClCC#N (chloroacetonitrile). Reagents/catalysts: [I-].C(CCC)[N+](CCCC)(CCCC)CCCC (tetrabutylammonium iodide). Run in O (water). Run at temperature 60 celsius, time 3 hour. The product is C(#N)COC=1C=C2C(=C(NC2=CC1)C(=O)NC)CCNC(C(F)F)=O (5-(cyanomethoxy)-3-{2-[(difluoroacetyl)amino]ethyl}-N-methyl-1H-indole-2-carboxamide). As a reaction SMILES: [F:1][CH:2]([F:22])[C:3]([NH:5][CH2:6][CH2:7][C:8]1[C:16]2[C:11](=[CH:12][CH:13]=[C:14]([OH:17])[CH:15]=2)[NH:10][C:9]=1[C:18]([NH:20][CH3:21])=[O:19])=[O:4].Cl[CH2:24][C:25]#[N:26].C(#N)C.C(=O)([O-])[O-].[Cs+].[Cs+]>[I-].C([N+](CCCC)(CCCC)CCCC)CCC.O>[C:25]([CH2:24][O:17][C:14]1[CH:15]=[C:16]2[C:11](=[CH:12][CH:13]=1)[NH:10][C:9]([C:18]([NH:20][CH3:21])=[O:19])=[C:8]2[CH2:7][CH2:6][NH:5][C:3](=[O:4])[CH:2]([F:1])[F:22])#[N:26] |f:3.4.5,6.7|. Reported procedure: To a mixture of 3-{2-[(difluoroacetyl)amino]ethyl}-5-hydroxy-N-methyl-1H-indole-2-carboxamide (103 mg), chloroacetonitrile (0.0313 mL), and acetonitrile (3.00 mL) were added cesium carbonate (377 mg) and tetrabutylammonium iodide (24.4 mg), followed by stirring at 60° C. for 3 hours. To the mixture was added chloroacetonitrile (0.0209 mL), followed by stirring at 60° C. for 1 hour. To this mixture was added water, followed by extraction with ethyl acetate, the organic layer was washed with satur... Reactants: CC1=C(C(CCC1)(C)C)C(C=C(C)C)O (2,6,6-Trimethyl-1-[1-hydroxy-3-methyl-2-butenyl]-1-cyclohexene). The reagents and catalysts are O=[Mn]=O (MnO2). Run in CCCCC (pentane). Product: CC1=C(C(CCC1)(C)C)C(C=C(C)C)=O (2,6,6-Trimethyl-1-[3-methyl-2-butenoyl]-1-cyclohexene). Isolated yield 63.0%. RXN SMILES: [CH3:1][C:2]1[CH2:7][CH2:6][CH2:5][C:4]([CH3:9])([CH3:8])[C:3]=1[CH:10]([OH:15])[CH:11]=[C:12]([CH3:14])[CH3:13]>O=[Mn]=O.CCCCC>[CH3:1][C:2]1[CH2:7][CH2:6][CH2:5][C:4]([CH3:8])([CH3:9])[C:3]=1[C:10](=[O:15])[CH:11]=[C:12]([CH3:14])[CH3:13]. Procedure: 2,6,6-Trimethyl-1-[1-hydroxy-3-methyl-2-butenyl]-1-cyclohexene, prepared according to Example 6, (1.0 g.) with activated MnO2 (10 g.) in 30 ml. of pentane was mixed at room temperature during 63 h. After filtration and distillation 630 mg. (63%) of the desired ketone, B.p. 67°/0.001 Torr, were obtained. Starting materials: BrC=1C=CC(=C(C1)C12NC(OCC2C1)=O)F ((1SR,6RS)-1-(5-bromo-2-fluoro-phenyl)-4-oxa-2-aza-bicyclo[4.1.0]heptan-3-one), O.[OH-].[Li+] (lithium hydroxide monohydrate), ice water. Solvent: C(C)O (ethanol), O (water), [Cl-].[Na+].O (brine). Run at temperature 100 celsius, time 16 hour. Product: NC1(C(C1)CO)C1=C(C=CC(=C1)Br)F ([(1RS,2SR)-2-Amino-2-(5-bromo-2-fluoro-phenyl)-cyclopropyl]-methanol). Reaction SMILES: [Br:1][C:2]1[CH:3]=[CH:4][C:5]([F:16])=[C:6]([C:8]23[CH2:14][CH:13]2[CH2:12][O:11]C(=O)[NH:9]3)[CH:7]=1.O.[OH-].[Li+]>C(O)C.O.[Cl-].[Na+].O>[NH2:9][C:8]1([C:6]2[CH:7]=[C:2]([Br:1])[CH:3]=[CH:4][C:5]=2[F:16])[CH2:14][CH:13]1[CH2:12][OH:11] |f:1.2.3,6.7.8|. Procedure: A mixture of (1SR,6RS)-1-(5-bromo-2-fluoro-phenyl)-4-oxa-2-aza-bicyclo[4.1.0]heptan-3-one (intermediate B7A) (1.48 g, 5.17 mmol) and lithium hydroxide monohydrate (LiOH.H2O) (2.17 g, 52 mmol) in ethanol (EtOH) (2.5 ml) and water (12.5 ml) was stirred at 100° C. for 16 h. Poured into ice water, added brine, extracted twice with tert-butyl methyl ether (TBME), washed organic layer with brine, dried over sodium sulfate. Removal of the solvent in vacuum left the title compound as a light brown oil (... The reactants are C(C=1C(O)=CC=CC1)(=O)N (Salicylamide), C(C1=CC=CC=C1)N1CCC(CC1)=O (1-benzylpiperidin-4-one), O.C1(=CC=C(C=C1)S(=O)(=O)O)C (p-toluenesulfonic acid hydrate). Run in C1(=CC=CC=C1)C (toluene). The product is C(C1=CC=CC=C1)N1CCC2(CC1)OC1=C(C(N2)=O)C=CC=C1 (1′-benzylspiro[1,3-benzoxazine-2,4′-piperidin]-4(3H)-one). RXN SMILES: [C:1]([NH2:10])(=[O:9])[C:2]1[C:3](=[CH:5][CH:6]=[CH:7][CH:8]=1)[OH:4].[CH2:11]([N:18]1[CH2:23][CH2:22][C:21](=O)[CH2:20][CH2:19]1)[C:12]1[CH:17]=[CH:16][CH:15]=[CH:14][CH:13]=1.O.C1(C)C=CC(S(O)(=O)=O)=CC=1>C1(C)C=CC=CC=1>[CH2:11]([N:18]1[CH2:23][CH2:22][C:21]2([NH:10][C:1](=[O:9])[C:2]3[CH:8]=[CH:7][CH:6]=[CH:5][C:3]=3[O:4]2)[CH2:20][CH2:19]1)[C:12]1[CH:17]=[CH:16][CH:15]=[CH:14][CH:13]=1 |f:2.3|. Procedure details: Salicylamide (7.24 g), 1-benzylpiperidin-4-one (10.0 g) and p-toluenesulfonic acid hydrate (500 mg) were suspended in toluene (200 mL), and the suspension was stirred under reflux overnight while removing the water in the reaction system using a Dean-Stark tube. The mixture was cooled to room temperature, and the resulting precipitate was collected by filtration and washed with water, ethanol and diethyl ether to give 1′-benzylspiro[1,3-benzoxazine-2,4′-piperidin]-4(3H)-one as a crude product (9... As a reaction SMILES: [CH3:33][O:34][c:35]1[cH:36][cH:37][c:38]([CH2:41][CH2:42][CH2:43][CH2:44][CH2:45][CH2:46][Br:47])[cH:39][cH:40]1.[CH3:3][CH:4]([CH3:5])[O:6][C:7](=[O:8])[c:9]1[c:10]([CH2:30][O:31][CH3:32])[c:11]2[c:12]([nH:13][c:14]3[cH:15][cH:16][cH:17][c:18]([O:20][CH2:21][c:22]4[cH:23][cH:24][cH:25][cH:26][cH:27]4)[c:19]23)[cH:28][n:29]1.[H-:1].[Na+:2].[O:48]1[CH2:49][CH2:50][CH2:51][CH2:52]1>>[CH3:3][CH:4]([CH3:5])[O:6][C:7](=[O:8])[c:9]1[c:10]([CH2:30][O:31][CH3:32])[c:11]2[c:12]([n:13]([CH2:46][CH2:45][CH2:44][CH2:43][CH2:42][CH2:41][c:38]3[cH:37][cH:36][c:35]([O:34][CH3:33])[cH:40][cH:39]3)[c:14]3[cH:15][cH:16][cH:17][c:18]([O:20][CH2:21][c:22]4[cH:23][cH:24][cH:25][cH:26][cH:27]4)[c:19]23)[cH:28][n:29]1. Starting materials: COc1ccc(CCCCCCBr)cc1, COCc1c(C(=O)OC(C)C)ncc2[nH]c3cccc(OCc4ccccc4)c3c12, [H-], [Na+], C1CCOC1. Yields the product COCc1c(C(=O)OC(C)C)ncc2c1c1c(OCc3ccccc3)cccc1n2CCCCCCc1ccc(OC)cc1.